describe an organic reaction: reactants, conditions, products, and yield From a dataset of the Open Reaction Database (ORD), a public repository of structured organic reaction records. Starting materials: COC1=CC2=C(OC(C2)CN)C=2C3CCC(C12)CC3 ((±)-1-(5-methoxy-2,3,6,7,8,9-hexahydro-6,9-ethanonaphtho[1,2-b]furan-2-yl)methanamine), CC1=CC=C(C=C1)S(=O)(=O)OC (methyl 4-methylbenzenesulfonate), C(C)(C)N(CC)C(C)C (diisopropylethylamine), ClC(=O)OCC1=CC=CC=C1 (benzyl chloroformate). Product: COC1=CC2=C(OC(C2)CNC(OCC2=CC=CC=C2)=O)C=2C3CCC(C12)CC3 ((±)-benzyl (5-methoxy-2,3,6,7,8,9-hexahydro-6,9-ethanonaphtho[1,2-b]furan-2-yl)methylcarbamate). The yield is 92.6%. RXN SMILES: [CH3:1][O:2][C:3]1[C:17]2[CH:16]3[CH2:18][CH2:19][CH:13]([CH2:14][CH2:15]3)[C:12]=2[C:6]2[O:7][CH:8]([CH2:10][NH2:11])[CH2:9][C:5]=2[CH:4]=1.C(N(C(C)C)CC)(C)C.Cl[C:30]([O:32][CH2:33][C:34]1[CH:39]=[CH:38][CH:37]=[CH:36][CH:35]=1)=[O:31].CC1C=CC(S(OC)(=O)=O)=CC=1>>[CH3:1][O:2][C:3]1[C:17]2[CH:16]3[CH2:18][CH2:19][CH:13]([CH2:14][CH2:15]3)[C:12]=2[C:6]2[O:7][CH:8]([CH2:10][NH:11][C:30](=[O:31])[O:32][CH2:33][C:34]3[CH:39]=[CH:38][CH:37]=[CH:36][CH:35]=3)[CH2:9][C:5]=2[CH:4]=1. Reported procedure: Treatment of (±)-1-(5-methoxy-2,3,6,7,8,9-hexahydro-6,9-ethanonaphtho[1,2-b]furan-2-yl)methanamine (2.5 g, 8.45 mmol) with diisopropylethylamine (2.73 g, 21.12 mmol) followed by benzyl chloroformate (1.73 g, 10.14 mmol) generally according to the procedure described for Intermediate 7 provided 3.08 g (93%) of (±)-benzyl (5-methoxy-2,3,6,7,8,9-hexahydro-6,9-ethanonaphtho[1,2-b]furan-2-yl)methylcarbamate as a colorless oil. Chiral HPLC separation of (±)-benzyl (5-methoxy-2,3,6,7,8,9-hexahydro-6,9-... The reactants are Cl, C1COCCO1, Nc1ncc(-c2cnn(C3CCC4(CC3)OCCO4)c2)cc1-c1nc2ccccc2s1. Product: Nc1ncc(-c2cnn(C3CCC(=O)CC3)c2)cc1-c1nc2ccccc2s1. As a reaction SMILES: [ClH:32].[O:33]1[CH2:34][CH2:35][O:36][CH2:37][CH2:38]1.[s:1]1[c:2](-[c:10]2[c:11]([NH2:31])[n:12][cH:13][c:14](-[c:16]3[cH:17][n:18][n:19]([CH:21]4[CH2:22][CH2:23][C:24]5([O:25][CH2:28][CH2:27][O:26]5)[CH2:29][CH2:30]4)[cH:20]3)[cH:15]2)[n:3][c:4]2[c:5]1[cH:6][cH:7][cH:8][cH:9]2>>[s:1]1[c:2](-[c:10]2[c:11]([NH2:31])[n:12][cH:13][c:14](-[c:16]3[cH:17][n:18][n:19]([CH:21]4[CH2:22][CH2:23][C:24](=[O:25])[CH2:29][CH2:30]4)[cH:20]3)[cH:15]2)[n:3][c:4]2[c:5]1[cH:6][cH:7][cH:8][cH:9]2. Starting materials: Cc1nc(N)ccc1Br, C1COCCO1, COc1ccc(B(O)O)cc1, CC(=O)[O-], [K+]. The product is COc1ccc(-c2ccc(N)nc2C)cc1. RXN SMILES: [Br:12][c:13]1[cH:14][cH:15][c:16]([NH2:20])[n:17][c:18]1[CH3:19].[CH2:26]1[O:27][CH2:28][CH2:29][O:30][CH2:31]1.[CH3:1][O:2][c:3]1[cH:4][cH:5][c:6]([B:9]([OH:10])[OH:11])[cH:7][cH:8]1.[CH3:22][C:23](=[O:24])[O-:25].[K+:21]>>[CH3:1][O:2][c:3]1[cH:4][cH:5][c:6](-[c:13]2[cH:14][cH:15][c:16]([NH2:20])[n:17][c:18]2[CH3:19])[cH:7][cH:8]1. Reactants: O1CCC(CC1)C=CC(=O)OCC (ethyl 3-(3,4,5,6-tetrahydro-2H-pyran-4-yl)acrylate). Reagents/catalysts: [C].[Pd] (palladium-carbon). Solvent: C(C)O (ethanol). Yields the product O1CCC(CC1)CCC(=O)OCC (ethyl 3-(3,4,5,6-tetrahydro-2H-pyran-4-yl)propionate). Isolated yield 87.3%. Reaction SMILES: [O:1]1[CH2:6][CH2:5][CH:4]([CH:7]=[CH:8][C:9]([O:11][CH2:12][CH3:13])=[O:10])[CH2:3][CH2:2]1>C(O)C.[C].[Pd]>[O:1]1[CH2:6][CH2:5][CH:4]([CH2:7][CH2:8][C:9]([O:11][CH2:12][CH3:13])=[O:10])[CH2:3][CH2:2]1 |f:2.3|. Procedure: A solution of ethyl 3-(3,4,5,6-tetrahydro-2H-pyran-4-yl)acrylate (17 g) in ethanol (200 ml) is catalytically hydrogenated over 10% palladium-carbon (4 g, 50% wet) at room temperature under atmospheric pressure. After the absorption of hydrogen has ceased, the catalyst is removed by filtration and the filtrate is concentrated in vacuo. The oily residue is purified by vacuum distillation to give ethyl 3-(3,4,5,6-tetrahydro-2H-pyran-4-yl)propionate (15 g) as an oil. Starting materials: N(=NC(=O)OC(C)C)C(=O)OC(C)C (diisopropyl azodicarboxylate), C1(=CC=CC=C1)P(C1=CC=CC=C1)C1=CC=CC=C1 (triphenylphosphine), O=C1CC(=NN1C1=CC=C(C=C1)C(F)(F)F)C(=O)OC (methyl 5-oxo-1-(4-(trifluoromethyl)phenyl)-4,5-dihydro-1H-pyrazole-3-carboxylate), CO (MeOH). Run in C1=CC=CC=C1 (benzene), O (water). Reaction conditions: temperature 0 celsius, time 18 hour. Product: COC1=CC(=NN1C1=CC=C(C=C1)C(F)(F)F)C(=O)OC (methyl 5-methoxy-1-(4-(trifluoromethyl)phenyl)-1H-pyrazole-3-carboxylate). RXN SMILES: [C:1]1(P(C2C=CC=CC=2)C2C=CC=CC=2)C=CC=CC=1.[O:20]=[C:21]1[N:25]([C:26]2[CH:31]=[CH:30][C:29]([C:32]([F:35])([F:34])[F:33])=[CH:28][CH:27]=2)[N:24]=[C:23]([C:36]([O:38][CH3:39])=[O:37])[CH2:22]1.CO.N(C(OC(C)C)=O)=NC(OC(C)C)=O>O.C1C=CC=CC=1>[CH3:1][O:20][C:21]1[N:25]([C:26]2[CH:27]=[CH:28][C:29]([C:32]([F:35])([F:33])[F:34])=[CH:30][CH:31]=2)[N:24]=[C:23]([C:36]([O:38][CH3:39])=[O:37])[CH:22]=1. Reported procedure: A 500 mL round-bottomed flask was charged with triphenylphosphine (6.9 g, 26 mmol), methyl 5-oxo-1-(4-(trifluoromethyl)phenyl)-4,5-dihydro-1H-pyrazole-3-carboxylate 71 (5.0 g, 17 mmol), MeOH (0.88 mL, 22 mmol), and 200 mL of benzene. After cooling to 0° C., diisopropyl azodicarboxylate (DIAD) (5.2 mL, 26 mmol) was added dropwise. The mixture was stirred at room temperature for 18 h, then diluted with water and extracted with CH2Cl2. The combined extracts were dried and concentrated to give an oi... Starting materials: [OH-].[Na+] (sodium hydroxide), N#CN (cyanamide), C1=CC=CC=C1 (benzene), BrCC1=C(C=CC=C1)C1=C(C=CC=C1)CBr (2,2'-bis(bromomethyl)-biphenyl). The reagents and catalysts are CCCCCCCC[N+](C)(CCCCCCCC)CCCCCCCC.[Cl-] (tricaprylmethylammonium chloride). Run in C(Cl)Cl (methylene chloride), C(Cl)Cl (methylene chloride). Reaction conditions: time 6 hour. Product: C1=CC=CC=2CN(CC3=C(C21)C=CC=C3)C#N (5,7-dihydro-6H-dibenz[c,e]azepine-6-carbonitrile). Reaction SMILES: [OH-].[Na+].[N:3]#[C:4][NH2:5].C1C=CC=CC=1.Br[CH2:13][C:14]1[CH:19]=[CH:18][CH:17]=[CH:16][C:15]=1[C:20]1[CH:25]=[CH:24][CH:23]=[CH:22][C:21]=1[CH2:26]Br>CCCCCCCC[N+](CCCCCCCC)(CCCCCCCC)C.[Cl-].C(Cl)Cl>[CH:16]1[C:15]2[C:20]3[CH:25]=[CH:24][CH:23]=[CH:22][C:21]=3[CH2:26][N:3]([C:4]#[N:5])[CH2:13][C:14]=2[CH:19]=[CH:18][CH:17]=1 |f:0.1,5.6|. Procedure details: 180 ml of 50% sodium hydroxide solution are treated at about 60° C. in sequence with 7.7 g of cyanamide, 1.3 g of tricaprylmethylammonium chloride, 360 ml of benzene and 62 g of 2,2'-bis(bromomethyl)-biphenyl, and the mixture is stirred at 60°-70° C. for 6 hours. After cooling the reaction mixture this is transferred to a separating funnel and shaken with 50 ml of methylene chloride, whereby the separated product is taken up in the methylene chloride phase. The aqueous phase is back-extracted tw...